From a dataset of the Open Reaction Database (ORD), a public repository of structured organic reaction records. describe an organic reaction: reactants, conditions, products, and yield Starting materials: O (water), C(=O)(O)CCN1C2=CC=CC=C2C=2C[C@@H](CCC12)NS(=O)(=O)C1=CC=NC=C1 (9-(2-carboxyethyl)-3(R)-(4-pyridylsulphonamido)-1,2,3,4-tetrahydrocarbazole), C(C)O (ethanol), C(O)([O-])=O.[Na+] (sodium hydrogen carbonate), S(O)(O)(=O)=O (sulphuric acid). The product is C(C)OC(=O)CCN1C2=CC=CC=C2C=2C[C@@H](CCC12)NS(=O)(=O)C1=CC=NC=C1 (9-(2-Ethoxycarbonylethyl)-3(R)-(4-pyridylsulphonamido)-1,2,3,4-tetrahydrocarbazole). RXN SMILES: [C:1]([CH2:4][CH2:5][N:6]1[C:18]2[CH2:17][CH2:16][C@@H:15]([NH:19][S:20]([C:23]3[CH:28]=[CH:27][N:26]=[CH:25][CH:24]=3)(=[O:22])=[O:21])[CH2:14][C:13]=2[C:12]2[C:7]1=[CH:8][CH:9]=[CH:10][CH:11]=2)([OH:3])=[O:2].S(=O)(=O)(O)O.C(=O)([O-])O.[Na+].O.[CH2:40](O)[CH3:41]>>[CH2:40]([O:2][C:1]([CH2:4][CH2:5][N:6]1[C:18]2[CH2:17][CH2:16][C@@H:15]([NH:19][S:20]([C:23]3[CH:24]=[CH:25][N:26]=[CH:27][CH:28]=3)(=[O:21])=[O:22])[CH2:14][C:13]=2[C:12]2[C:7]1=[CH:8][CH:9]=[CH:10][CH:11]=2)=[O:3])[CH3:41] |f:2.3|. Procedure: 0.9 g (2.3 mmol) of 9-(2-carboxyethyl)-3(R)-(4-pyridylsulphonamido)-1,2,3,4-tetrahydrocarbazole is dissolved in 50 ml of ethanol p.a., 3 ml of concentrated sulphuric acid are added and the mixture is boiled under reflux for 1.5 hours with stirring. After cooling to room temperature, 12.0 g of sodium hydrogen carbonate are added, water is added after the evolution of gas has ended and the mixture is extracted several times with ethyl acetate. The combined organic phases are dried with sodium sulp... The reactants are C(C)(C)(C)OC(=O)N1CCC(CC1)SC1=CC(=C(C=C1)Cl)Cl (4-(3,4-dichloro-phenylsulfanyl)-piperidine-1-carboxylic acid tert-butyl ester), ClC1=CC(=CC=C1)C(=O)OO (m-chloroperbenzoic acid), ClCCl (dichloromethane), S(=O)(=O)([O-])S(=O)[O-].[Na+].[Na+] (Sodium metabisulphite). Run in O (water). Conditions: time 0.5 hour. The product is C(C)(C)(C)OC(=O)N1CCC(CC1)S(=O)(=O)C1=CC(=C(C=C1)Cl)Cl (4-(3,4-dichloro-benzenesulfonyl)-piperidine-1-carboxylic acid tert-butyl ester). Reaction SMILES: [C:1]([O:5][C:6]([N:8]1[CH2:13][CH2:12][CH:11](SC2C=CC(Cl)=C(Cl)C=2)[CH2:10][CH2:9]1)=[O:7])([CH3:4])([CH3:3])[CH3:2].[Cl:23][C:24]1[CH:29]=[CH:28][CH:27]=[C:26](C(OO)=O)[CH:25]=1.[S:34](S([O-])=O)([O-:37])(=O)=[O:35].[Na+].[Na+].[Cl:43]CCl>O>[C:1]([O:5][C:6]([N:8]1[CH2:13][CH2:12][CH:11]([S:34]([C:26]2[CH:27]=[CH:28][C:29]([Cl:43])=[C:24]([Cl:23])[CH:25]=2)(=[O:37])=[O:35])[CH2:10][CH2:9]1)=[O:7])([CH3:4])([CH3:2])[CH3:3] |f:2.3.4|. Procedure details: The product from Step 1(1 g) and m-chloroperbenzoic acid (1.19 g) were stirred at ambient temperature in dichloromethane (10 ml) for 18 hours. Sodium metabisulphite (1.19 g) in water (5 ml) was added and stirring was continued for 0.5 hours after which the reaction mixture was extracted with dichloromethane. The combined organics were washed with saturated sodium bicarbonate solution, dried (MgSO4) and evaporated to give the sub-title compound (0.34 g).